From a dataset of the Open Reaction Database (ORD), a public repository of structured organic reaction records. describe an organic reaction: reactants, conditions, products, and yield The reactants are CC(C)c1c(C(=O)NCc2ccc(F)c(F)c2)c2ccc(C(=O)O)cc2n1Cc1ccccc1, CCOC(C)=O, CCN(C(C)C)C(C)C, NCCO, CN(C)C=O. Yields the product CC(C)c1c(C(=O)NCc2ccc(F)c(F)c2)c2ccc(C(=O)NCCO)cc2n1Cc1ccccc1. As a reaction SMILES: [CH2:1]([c:2]1[cH:3][cH:4][cH:5][cH:6][cH:7]1)[n:8]1[c:9]([CH:32]([CH3:33])[CH3:34])[c:10]([C:20]([NH:21][CH2:22][c:23]2[cH:24][c:25]([F:30])[c:26]([F:29])[cH:27][cH:28]2)=[O:31])[c:11]2[cH:12][cH:13][c:14]([C:17](=[O:18])[OH:19])[cH:15][c:16]12.[CH3:53][CH2:54][O:55][C:56]([CH3:57])=[O:58].[CH:35]([N:36]([CH2:37][CH3:38])[CH:39]([CH3:40])[CH3:41])([CH3:42])[CH3:43].[NH2:44][CH2:45][CH2:46][OH:47].[O:48]=[CH:49][N:50]([CH3:51])[CH3:52]>>[CH2:1]([c:2]1[cH:3][cH:4][cH:5][cH:6][cH:7]1)[n:8]1[c:9]([CH:32]([CH3:33])[CH3:34])[c:10]([C:20]([NH:21][CH2:22][c:23]2[cH:24][c:25]([F:30])[c:26]([F:29])[cH:27][cH:28]2)=[O:31])[c:11]2[cH:12][cH:13][c:14]([C:17](=[O:19])[NH:44][CH2:45][CH2:46][OH:47])[cH:15][c:16]12. Starting materials: OS(=O)(=O)[O-].[K+] (KHSO4), [B-].[B-].C1CCOCC1.C1CCOCC1.[Ca+2] (calcium borohydride bis-THF complex), C(C)(C)(C)OC(N[C@H]1CSC[C@H](C1=O)CC1=CC(=C(C=C1)[N+](=O)[O-])F)=O ([(3R*,5S*)-5-(3-fluoro-4-nitro-benzyl)-4-oxo-tetrahydro-thiopyran-3-yl]-carbamic acid tert-butyl ester). The solvent is C1CCOC1 (THF), C1CCOC1 (THF). Conditions: temperature -40 celsius, time 1 hour. The product is C(C)(C)(C)OC(N[C@H]1CSC[C@H]([C@H]1O)CC1=CC(=C(C=C1)[N+](=O)[O-])F)=O ([(3R*,4R*,5S*)-5-(3-Fluoro-4-nitro-benzyl)-4-hydroxy-tetrahydro-thiopyran-3-yl]-carbamic acid tert-butyl ester). As a reaction SMILES: [B-].[B-].C1CCOCC1.C1CCOCC1.[Ca+2].[C:16]([O:20][C:21](=[O:41])[NH:22][C@@H:23]1[C:28](=[O:29])[C@H:27]([CH2:30][C:31]2[CH:36]=[CH:35][C:34]([N+:37]([O-:39])=[O:38])=[C:33]([F:40])[CH:32]=2)[CH2:26][S:25][CH2:24]1)([CH3:19])([CH3:18])[CH3:17].OS([O-])(=O)=O.[K+]>C1COCC1>[C:16]([O:20][C:21](=[O:41])[NH:22][C@@H:23]1[C@H:28]([OH:29])[C@H:27]([CH2:30][C:31]2[CH:36]=[CH:35][C:34]([N+:37]([O-:39])=[O:38])=[C:33]([F:40])[CH:32]=2)[CH2:26][S:25][CH2:24]1)([CH3:19])([CH3:17])[CH3:18] |f:0.1.2.3.4,6.7|. Procedure details: To a solution of calcium borohydride bis-THF complex (1.14 g, 4.6 mmol) in anhydrous THF (100 mL) was added under argon a solution of [(3R*,5S*)-5-(3-fluoro-4-nitro-benzyl)-4-oxo-tetrahydro-thiopyran-3-yl]-carbamic acid tert-butyl ester (1.77 g, 4.6 mmol) in THF (50 mL) at −70° C. The reaction mixture was slowly warmed to −40° C. and stirred for 1 h at −40° C. The reaction mixture was poured onto a cold aq. KHSO4 solution and the product was extracted with EtOAc. Combined extracts were washed wi... Starting materials: BrC1=C2C=CC(NC2=CC=C1)=O (5-bromocarbostyril), Cl.CO (hydrogen chloride methanol). The product is BrC1=C2CCC(NC2=CC=C1N1CCC(CC1)O)=O (5-bromo-6-(4-hydroxypiperidino)-3,4-dihydrocarbostyril). As a reaction SMILES: [Br:1][C:2]1[CH:11]=[CH:10][CH:9]=[C:8]2[C:3]=1[CH:4]=[CH:5][C:6](=[O:12])[NH:7]2.Cl.[CH3:14][OH:15]>>[Br:1][C:2]1[C:11]([N:7]2[CH2:8][CH2:3][CH:14]([OH:15])[CH2:5][CH2:6]2)=[CH:10][CH:9]=[C:8]2[C:3]=1[CH2:4][CH2:5][C:6](=[O:12])[NH:7]2 |f:1.2|. Reported procedure: The above 5-bromocarbostyril was dissolved in 1 ml of hydrogen chloride-methanol solution, and mixture was refluxed for 1 hr. The reaction mixture was concentrated and purified by a silica gel column chromatography to give 24 mg of 5-bromo-6-(4-hydroxypiperidino)-3,4-dihydrocarbostyril. Reactants: NC1=CC2=C(CCN(CC2)C[C@@H](C)O)C=C1OC ((R)-1-(7-amino-8-methoxy-1,2,4,5-tetrahydro-3-benzazepin-3-yl)-propan-2-ol), O1CCC2=C1C(=CC=C2)C2=CC=C1C=NC(=NN12)O (7-(2,3-Dihydro-benzofuran-7-yl)-pyrrolo[2,1-f][1,2,4]triazin-2-ol), C(C)(C)N(C(C)C)CC (N,N-Diisopropylethylamine), [N-](S(=O)(=O)C(F)(F)F)S(=O)(=O)C(F)(F)F (trifluoromethane-sulfonimide). Run in CN(C)C=O (DMF). Conditions: temperature 70 celsius. Product: O1CCC2=C1C(=CC=C2)C2=CC=C1C=CN(NN12)NC1=CC2=C(CCN(CC2)C[C@@H](C)O)C=C1OC ((R)-1-{7-[7-(2,3-Dihydro-benzofuran-7-yl)-pyrrolo[2,1-f]triazin-2-ylamino]-8-methoxy-1,2,4,5-tetrahydro-benzo[d]azepin-3-yl}-propan-2-ol). The yield is 10.0%. Reaction SMILES: [O:1]1[C:5]2[C:6]([C:10]3[N:18]4[C:13]([CH:14]=NC(O)=[N:17]4)=[CH:12][CH:11]=3)=[CH:7][CH:8]=[CH:9][C:4]=2[CH2:3][CH2:2]1.[CH:20]([N:23](CC)C(C)C)(C)C.[N-](S(C(F)(F)F)(=O)=O)S(C(F)(F)F)(=O)=O.[NH2:44][C:45]1[C:59]([O:60][CH3:61])=[CH:58][C:48]2[CH2:49][CH2:50][N:51]([CH2:54][C@H:55]([OH:57])[CH3:56])[CH2:52][CH2:53][C:47]=2[CH:46]=1>CN(C=O)C>[O:1]1[C:5]2[C:6]([C:10]3[N:18]4[C:13]([CH:14]=[CH:20][N:23]([NH:44][C:45]5[C:59]([O:60][CH3:61])=[CH:58][C:48]6[CH2:49][CH2:50][N:51]([CH2:54][C@H:55]([OH:57])[CH3:56])[CH2:52][CH2:53][C:47]=6[CH:46]=5)[NH:17]4)=[CH:12][CH:11]=3)=[CH:7][CH:8]=[CH:9][C:4]=2[CH2:3][CH2:2]1. Reported procedure: To a mixture of 7-(2,3-Dihydro-benzofuran-7-yl)-pyrrolo[2,1-f][1,2,4]triazin-2-ol (0.100 g, 0.395 mmol, 1.05 eqv) and N,N-Diisopropylethylamine (0.28 mL, 4.22 eqv) in anhydrous DMF (1 mL) in a 10 mL sealed tube was added N-Phenylbis(trifluoromethane-sulfonimide (0.148 g, 1.105 eqv.). The mixture was stirred at room temperature for 1 h and to it (R)-1-(7-amino-8-methoxy-1,2,4,5-tetrahydro-3-benzazepin-3-yl)-propan-2-ol (0.094 mg, 0.38 mmol, 1.00 eqv.) was added. The reaction mixture was heated at...